Dataset: the Open Reaction Database (ORD), a public repository of structured organic reaction records. Task: describe an organic reaction: reactants, conditions, products, and yield Starting materials: CCO, COc1ccc2c(c1)c(CC(=O)NN)c(C)n2Cc1cccc(Cl)c1. Yields the product COc1ccc2c(c1)c(CC(N)=O)c(C)n2Cc1cccc(Cl)c1. Reaction SMILES: [CH3:26][CH2:27][OH:28].[Cl:1][c:2]1[cH:3][c:4]([CH2:8][n:9]2[c:10]([CH3:25])[c:11]([CH2:20][C:21](=[O:22])[NH:23][NH2:24])[c:12]3[cH:13][c:14]([O:18][CH3:19])[cH:15][cH:16][c:17]23)[cH:5][cH:6][cH:7]1>>[Cl:1][c:2]1[cH:3][c:4]([CH2:8][n:9]2[c:10]([CH3:25])[c:11]([CH2:20][C:21](=[O:22])[NH2:23])[c:12]3[cH:13][c:14]([O:18][CH3:19])[cH:15][cH:16][c:17]23)[cH:5][cH:6][cH:7]1.